This data is from the Open Reaction Database (ORD), a public repository of structured organic reaction records. The task is: describe an organic reaction: reactants, conditions, products, and yield Starting materials: CC1=CC(N(C2=CC=C(C=C12)OC)CC=O)=O ((4-methyl-6-methoxy-2-oxoquinolin-1(2H)-yl)acetaldehyde), O1CCOC2=C1C=CC(=C2)CN(C(OC(C)(C)C)=O)C2CCNCC2 (tert-butyl (2,3-dihydro-1,4-benzodioxin-6-ylmethyl)(piperidin-4-yl)carbamate), C(O)([O-])=O.[Na+] (sodium hydrogen carbonate), C(C)(=O)O[BH-](OC(C)=O)OC(C)=O.[Na+] (sodium triacetoxyborohydride). Run in C(C)(=O)O (acetic acid), C(Cl)(Cl)Cl (chloroform). Reaction conditions: time 1 hour. The product is O1CCOC2=C1C=CC(=C2)CN(C(OC(C)(C)C)=O)C2CCN(CC2)CCN2C(C=C(C1=CC(=CC=C21)OC)C)=O (tert-butyl (2,3-dihydro-1,4-benzodioxin-6-ylmethyl)(1-(2-(4-methyl-6-methoxy-2-oxoquinolin-1(2H)-yl)ethyl)piperidin-4-yl)carbamate). Isolated yield 80.9%. RXN SMILES: [CH3:1][C:2]1[C:11]2[C:6](=[CH:7][CH:8]=[C:9]([O:12][CH3:13])[CH:10]=2)[N:5]([CH2:14][CH:15]=O)[C:4](=[O:17])[CH:3]=1.[O:18]1[C:23]2[CH:24]=[CH:25][C:26]([CH2:28][N:29]([CH:37]3[CH2:42][CH2:41][NH:40][CH2:39][CH2:38]3)[C:30](=[O:36])[O:31][C:32]([CH3:35])([CH3:34])[CH3:33])=[CH:27][C:22]=2[O:21][CH2:20][CH2:19]1.C(O[BH-](OC(=O)C)OC(=O)C)(=O)C.[Na+].C(=O)([O-])O.[Na+]>C(O)(=O)C.C(Cl)(Cl)Cl>[O:18]1[C:23]2[CH:24]=[CH:25][C:26]([CH2:28][N:29]([CH:37]3[CH2:42][CH2:41][N:40]([CH2:15][CH2:14][N:5]4[C:6]5[C:11](=[CH:10][C:9]([O:12][CH3:13])=[CH:8][CH:7]=5)[C:2]([CH3:1])=[CH:3][C:4]4=[O:17])[CH2:39][CH2:38]3)[C:30](=[O:36])[O:31][C:32]([CH3:35])([CH3:33])[CH3:34])=[CH:27][C:22]=2[O:21][CH2:20][CH2:19]1 |f:2.3,4.5|. Procedure: To 25 mL of a chloroform solution containing 71 mg of (4-methyl-6-methoxy-2-oxoquinolin-1(2H)-yl)acetaldehyde and 108 mg of tert-butyl (2,3-dihydro-1,4-benzodioxin-6-ylmethyl)(piperidin-4-yl)carbamate, 18 μL of acetic acid was added, and stirred at room temperature for 1 hour. To the reaction mixture, 121 mg of sodium triacetoxyborohydride was added, and stirred for 2 hours. Aqueous saturated sodium hydrogen carbonate solution was added, the organic layer was separated. The organic layer was was... The reactants are [BH4-], CCOC(C)=O, CCOC(=O)C(CCOCc1ccccc1)N1CC(C)N(C(=O)OCc2ccccc2)CCC1=O, CO, CO, [K+], [Li+], C1CCOC1, O=S(=O)([O-])O. The product is CC1CN(C(CO)CCOCc2ccccc2)C(=O)CCN1C(=O)OCc1ccccc1. RXN SMILES: [BH4-:36].[C:53]([O:54][CH2:55][CH3:56])(=[O:57])[CH3:58].[CH2:1]([c:2]1[cH:3][cH:4][cH:5][cH:6][cH:7]1)[O:8][C:9](=[O:10])[N:11]1[CH:12]([CH3:35])[CH2:13][N:14]([CH:19]([CH2:20][CH2:21][O:22][CH2:23][c:24]2[cH:25][cH:26][cH:27][cH:28][cH:29]2)[C:30](=[O:31])[O:32][CH2:33][CH3:34])[C:15](=[O:18])[CH2:16][CH2:17]1.[CH3:38][OH:39].[CH3:51][OH:52].[K+:45].[Li+:37].[O:46]1[CH2:47][CH2:48][CH2:49][CH2:50]1.[S:40]([O-:41])([OH:42])(=[O:43])=[O:44]>>[CH2:1]([c:2]1[cH:3][cH:4][cH:5][cH:6][cH:7]1)[O:8][C:9](=[O:10])[N:11]1[CH:12]([CH3:35])[CH2:13][N:14]([CH:19]([CH2:20][CH2:21][O:22][CH2:23][c:24]2[cH:25][cH:26][cH:27][cH:28][cH:29]2)[CH2:30][OH:31])[C:15](=[O:18])[CH2:16][CH2:17]1. Reactants: ClC=1C=CC=2C(=C3C(=NC2C1)C=CC(=N3)OC)Cl (7,10-dichloro-2-methoxypyrido[3,2-b]quinoline), C(C)N1CCC(CC1)N (1-ethylpiperidin-4-amine). The product is ClC=1C=CC=2C(=NC3=CC=C(N=C3C2NC2CCN(CC2)CC)OC)C1 (7-Chloro-N-(1-ethylpiperidin-4-yl)-2-methoxybenzo[b][1,5]naphthyridin-10-amine). Reaction SMILES: [Cl:1][C:2]1[CH:3]=[CH:4][C:5]2[C:6](Cl)=[C:7]3[N:15]=[C:14]([O:16][CH3:17])[CH:13]=[CH:12][C:8]3=[N:9][C:10]=2[CH:11]=1.[CH2:19]([N:21]1[CH2:26][CH2:25][CH:24]([NH2:27])[CH2:23][CH2:22]1)[CH3:20]>>[Cl:1][C:2]1[CH:3]=[CH:4][C:5]2[C:10]([CH:11]=1)=[N:9][C:8]1[C:7]([C:6]=2[NH:27][CH:24]2[CH2:25][CH2:26][N:21]([CH2:19][CH3:20])[CH2:22][CH2:23]2)=[N:15][C:14]([O:16][CH3:17])=[CH:13][CH:12]=1. Procedure details: Following the general procedure of Example 1 and making non-critical variations but using 7,10-dichloro-2-methoxypyrido[3,2-b]quinoline and 1-ethylpiperidin-4-amine, the title compound was obtained; MS (Found M+1=371). 1H NMR (DMSO-d6, 400 Hz): 8.43-8.42 (d, 1H, J=9.2 Hz), 8.11-8.10 (d, 1H, J=9.2 Hz), 7.84 (s, 1H), 7.37-7.35 (d, 1H, J=9.2 Hz) 7.25-7.23 (d, 1H, J=9.2 Hz), 6.95 (b, 1H), 4.98 (b, 1H), 4.00 (s, 3H), 2.85 (b, 2H), 2.30 (b, 2H), 2.02-1.99 (m 4H), 1.00-1.97 (t, 3H, J=7.2 Hz).